From a dataset of the Open Reaction Database (ORD), a public repository of structured organic reaction records. describe an organic reaction: reactants, conditions, products, and yield Yield: 81.5%. Reactants: C(C)(C)C1=CC=C(OC(C(=O)OCC)CC2=CC=C(C=C2)OCCNC(=O)C2=CC=C(C=C2)C2=CC=C(C=C2)OC)C=C1 (ethyl 2-(4-isopropylphenoxy)-3-[4-[2-(4′-methoxybiphenyl-4-carbonylamino)ethoxy]phenyl]propionate), product, [OH-].[Na+] (sodium hydroxide). RXN SMILES: [CH:1]([C:4]1[CH:43]=[CH:42][C:7]([O:8][CH:9]([CH2:15][C:16]2[CH:21]=[CH:20][C:19]([O:22][CH2:23][CH2:24][NH:25][C:26]([C:28]3[CH:33]=[CH:32][C:31]([C:34]4[CH:39]=[CH:38][C:37]([O:40][CH3:41])=[CH:36][CH:35]=4)=[CH:30][CH:29]=3)=[O:27])=[CH:18][CH:17]=2)[C:10]([O:12]CC)=[O:11])=[CH:6][CH:5]=1)([CH3:3])[CH3:2].[OH-].[Na+]>>[CH:1]([C:4]1[CH:5]=[CH:6][C:7]([O:8][CH:9]([CH2:15][C:16]2[CH:21]=[CH:20][C:19]([O:22][CH2:23][CH2:24][NH:25][C:26]([C:28]3[CH:33]=[CH:32][C:31]([C:34]4[CH:35]=[CH:36][C:37]([O:40][CH3:41])=[CH:38][CH:39]=4)=[CH:30][CH:29]=3)=[O:27])=[CH:18][CH:17]=2)[C:10]([OH:12])=[O:11])=[CH:42][CH:43]=1)([CH3:3])[CH3:2] |f:1.2|. Procedure details: In a similar manner to that described in Example 2, ethyl 2-(4-isopropylphenoxy)-3-[4-[2-(4′-methoxybiphenyl-4-carbonylamino)ethoxy]phenyl]propionate (580 mg), which is the product of Example 88, was reacted with aqueous sodium hydroxide solution (1N, 2.00 ml) and the reaction mixture was treated to give the title compound (450 mg) as a white powder. The product is C(C)(C)C1=CC=C(OC(C(=O)O)CC2=CC=C(C=C2)OCCNC(=O)C2=CC=C(C=C2)C2=CC=C(C=C2)OC)C=C1 (2-(4-Isopropylphenoxy)-3-[4-[2-(4′-methoxybiphenyl-4-carbonylamino)ethoxy]phenyl]propionic acid). Reactants: 4-bromomethylphenoxymethyl-polystyrene resin, BrCC(=O)C1=CC(=C(C(=C1)OC)OC)OC (2-bromo-1-(3,4,5-trimethoxyphenyl)ethanone), C(C(C)C)N(C(=O)C1=CC2=C(N(C(N2)=S)CCCN(CCC2=NC=CC=C2)C)C=C1)CC(C)C (N,N-diisobutyl-1-{3-[methyl(2-pyridin-2-ylethyl)amino]propyl}-2-thioxo-2,3-dihydro-1H-benzimidazole-5-carboxamide). The solvent is O1CCCC1 (tetrahydrofuran), O1CCCC1 (tetrahydrofuran). Conditions: temperature 20 celsius, time 15 hour. Product: C(C(C)C)N(C(=O)C1=CC2=C(N(C(=N2)SCC(C2=CC(=C(C(=C2)OC)OC)OC)=O)CCCN(CCC2=NC=CC=C2)C)C=C1)CC(C)C (N,N-diisobutyl-1-{3-[methyl(2-pyridin-2-ylethyl)amino]propyl}-2-{[2-oxo-2-(3,4,5-trimethoxyphenyl)ethyl]thio}-1H-benzimidazole-5-carboxamide). Reaction SMILES: Br[CH2:2][C:3]([C:5]1[CH:10]=[C:9]([O:11][CH3:12])[C:8]([O:13][CH3:14])=[C:7]([O:15][CH3:16])[CH:6]=1)=[O:4].[CH2:17]([N:21]([CH2:47][CH:48]([CH3:50])[CH3:49])[C:22]([C:24]1[CH:46]=[CH:45][C:27]2[N:28]([CH2:32][CH2:33][CH2:34][N:35]([CH3:44])[CH2:36][CH2:37][C:38]3[CH:43]=[CH:42][CH:41]=[CH:40][N:39]=3)[C:29](=[S:31])[NH:30][C:26]=2[CH:25]=1)=[O:23])[CH:18]([CH3:20])[CH3:19]>O1CCCC1>[CH2:47]([N:21]([CH2:17][CH:18]([CH3:20])[CH3:19])[C:22]([C:24]1[CH:46]=[CH:45][C:27]2[N:28]([CH2:32][CH2:33][CH2:34][N:35]([CH3:44])[CH2:36][CH2:37][C:38]3[CH:43]=[CH:42][CH:41]=[CH:40][N:39]=3)[C:29]([S:31][CH2:2][C:3](=[O:4])[C:5]3[CH:10]=[C:9]([O:11][CH3:12])[C:8]([O:13][CH3:14])=[C:7]([O:15][CH3:16])[CH:6]=3)=[N:30][C:26]=2[CH:25]=1)=[O:23])[CH:48]([CH3:49])[CH3:50]. Procedure details: Morpholinomethylpolystyrene resin (acquired from Novabiochem, 2 eq) and 2-bromo-1-(3,4,5-trimethoxyphenyl)ethanone are added successively to a solution of N,N-diisobutyl-1-{3-[methyl(2-pyridin-2-ylethyl)amino]propyl}-2-thioxo-2,3-dihydro-1H-benzimidazole-5-carboxamide in tetrahydrofuran. The mixture is stirred for 15 hours at approximately 20° C. then tetrahydrofuran, aminomethylpoystyrene resin (2 eq, acquired from Novabiochem) and 4-bromomethylphenoxymethyl-polystyrene resin (3 eq, acquired fr... Reaction SMILES: [CH2:1]1[CH2:2][CH2:3][C:4]2=[N:9][CH2:8][CH2:7][CH2:6][N:5]2[CH2:10][CH2:11]1.[CH3:23][O:24][C:25]([O:26][CH3:27])=[O:28].[Cl:29][CH2:30][Cl:31].[OH2:32].[c:12]1([CH:18]([C:19](=[O:20])[OH:21])[CH3:22])[cH:13][cH:14][cH:15][cH:16][cH:17]1>>[CH3:1][O:21][C:19]([CH:18]([c:12]1[cH:13][cH:14][cH:15][cH:16][cH:17]1)[CH3:22])=[O:20]. Reactants: C1CCC2=NCCCN2CC1, COC(=O)OC, ClCCl, O, CC(C(=O)O)c1ccccc1. Product: COC(=O)C(C)c1ccccc1. Reactants: CCCCOc1ccc(S(=O)(=O)C2(C(=O)OCC)CCN(Cc3cccc(Oc4ccccc4)c3)CC2)cc1, C1CCOC1, CO, [Na+], [OH-]. Product: CCCCOc1ccc(S(=O)(=O)C2(C(=O)O)CCN(Cc3cccc(Oc4ccccc4)c3)CC2)cc1. As a reaction SMILES: [CH2:1]([CH3:2])[O:3][C:4](=[O:5])[C:6]1([S:26](=[O:27])(=[O:28])[c:29]2[cH:30][cH:31][c:32]([O:35][CH2:36][CH2:37][CH2:38][CH3:39])[cH:33][cH:34]2)[CH2:7][CH2:8][N:9]([CH2:12][c:13]2[cH:14][c:15]([O:19][c:20]3[cH:21][cH:22][cH:23][cH:24][cH:25]3)[cH:16][cH:17][cH:18]2)[CH2:10][CH2:11]1.[CH2:44]1[O:45][CH2:46][CH2:47][CH2:48]1.[CH3:40][OH:41].[Na+:43].[OH-:42]>>[O:3]=[C:4]([OH:5])[C:6]1([S:26](=[O:27])(=[O:28])[c:29]2[cH:30][cH:31][c:32]([O:35][CH2:36][CH2:37][CH2:38][CH3:39])[cH:33][cH:34]2)[CH2:7][CH2:8][N:9]([CH2:12][c:13]2[cH:14][c:15]([O:19][c:20]3[cH:21][cH:22][cH:23][cH:24][cH:25]3)[cH:16][cH:17][cH:18]2)[CH2:10][CH2:11]1. Product: CC1=CC=C(C(=O)NC2=CC=3C(N4C(=NC3C=C2)C=CC(=N4)C(=O)OCC)=O)C=C1 (ethyl 8-[(4-methyl-benzoyl)-amino]-10-oxo-10H-pyridazino[6,1-b]-quinazoline -2-carboxylate). Run at time 1 hour. Reactants: ClC1=CC=C(N=N1)C(=O)OCC (ethyl 6-chloro-3-pyridazinecarboxylate), NC1=C(C(=O)OCC)C=C(C=C1)NC(C1=CC=C(C=C1)C)=O (ethyl 2-amino-5-[(4-methylbenzoyl)amino]benzoate), C([O-])(O)=O.[Na+] (sodium bicarbonate). Procedure: A mixture of ethyl 6-chloro-3-pyridazinecarboxylate (0.12 g, 0.64 mmol, Example 1, Step A) and ethyl 2-amino-5-[(4-methylbenzoyl)amino]benzoate (0.22 g, 0.74 mmol, Example 2, Step C) was heated as a melt at 165°-170° C. for 15 min. The resulting orange solid was suspended into saturated sodium bicarbonate solution, stirred at room temperature for 1 h then filtered. The solid was washed with water and diethyl ether to give ethyl 8-[(4-methyl-benzoyl)-amino]-10-oxo-10H-pyridazino[6,1-b]-quinazolin... RXN SMILES: Cl[C:2]1[N:7]=[N:6][C:5]([C:8]([O:10][CH2:11][CH3:12])=[O:9])=[CH:4][CH:3]=1.[NH2:13][C:14]1[CH:24]=[CH:23][C:22]([NH:25][C:26](=[O:34])[C:27]2[CH:32]=[CH:31][C:30]([CH3:33])=[CH:29][CH:28]=2)=[CH:21][C:15]=1[C:16](OCC)=[O:17].C(=O)(O)[O-].[Na+]>>[CH3:33][C:30]1[CH:29]=[CH:28][C:27]([C:26]([NH:25][C:22]2[CH:23]=[CH:24][C:14]3[N:13]=[C:2]4[CH:3]=[CH:4][C:5]([C:8]([O:10][CH2:11][CH3:12])=[O:9])=[N:6][N:7]4[C:16](=[O:17])[C:15]=3[CH:21]=2)=[O:34])=[CH:32][CH:31]=1 |f:2.3|. Starting materials: CC(=O)O, CCOC(C)=O, CC(=O)CC(=O)N(c1ccc(Nc2ccccc2)cc1)C(C)C, N. Yields the product CC(N)=CC(=O)N(c1ccc(Nc2ccccc2)cc1)C(C)C. RXN SMILES: [CH3:24][C:25](=[O:26])[OH:27].[CH3:29][CH2:30][O:31][C:32](=[O:33])[CH3:34].[CH:1]([CH3:2])([CH3:3])[N:4]([C:5]([CH2:6][C:7]([CH3:8])=[O:9])=[O:10])[c:11]1[cH:12][cH:13][c:14]([NH:17][c:18]2[cH:19][cH:20][cH:21][cH:22][cH:23]2)[cH:15][cH:16]1.[NH3:28]>>[CH:1]([CH3:2])([CH3:3])[N:4]([C:5]([CH:6]=[C:7]([CH3:8])[NH2:28])=[O:10])[c:11]1[cH:12][cH:13][c:14]([NH:17][c:18]2[cH:19][cH:20][cH:21][cH:22][cH:23]2)[cH:15][cH:16]1.